From a dataset of the Open Reaction Database (ORD), a public repository of structured organic reaction records. describe an organic reaction: reactants, conditions, products, and yield Starting materials: CC(C)(C)C1CCC(N)CC1, CCOC(C)=O, Clc1nnc(Cc2ccncc2)c2ccccc12, [Na+], O=C([O-])O. The product is CC(C)(C)C1CCC(Nc2nnc(Cc3ccncc3)c3ccccc23)CC1. As a reaction SMILES: [C:19]([CH3:20])([CH3:21])([CH3:22])[CH:23]1[CH2:24][CH2:25][CH:26]([NH2:29])[CH2:27][CH2:28]1.[CH3:35][CH2:36][O:37][C:38](=[O:39])[CH3:40].[Cl:1][c:2]1[n:3][n:4][c:5]([CH2:12][c:13]2[cH:14][cH:15][n:16][cH:17][cH:18]2)[c:6]2[cH:7][cH:8][cH:9][cH:10][c:11]12.[Na+:30].[OH:31][C:32](=[O:33])[O-:34]>>[c:2]1([NH:29][CH:26]2[CH2:25][CH2:24][CH:23]([C:19]([CH3:20])([CH3:21])[CH3:22])[CH2:28][CH2:27]2)[n:3][n:4][c:5]([CH2:12][c:13]2[cH:14][cH:15][n:16][cH:17][cH:18]2)[c:6]2[cH:7][cH:8][cH:9][cH:10][c:11]12. The reactants are NC1=CC(=C(C(=O)O)C=C1[N+](=O)[O-])OCC(F)(F)F (4-Amino-2-(2,2,2-trifluoroethoxy)-5-nitro-benzoic acid), NC1=NC(=CC(=C1)C(F)(F)F)N(C)C (2-amino-6-dimethylamino-4-trifluoromethyl-pyridine), TEA, ClC(=C(C)C)N(C)C ((1-Chlor-2-methyl-prop-1-en-1-yl)-dimethylamine). The solvent is C1CCOC1 (THF), C1CCOC1 (THF). Conditions: time 1 hour. Yields the product NC1=CC(=C(C(=O)NC2=NC(=CC(=C2)C(F)(F)F)N(C)C)C=C1[N+](=O)[O-])OCC(F)(F)F (4-Amino-N-(6-dimethylamino-4-trifluoromethyl-pyridin-2-yl)-2-(2,2,2-trifluoroethoxy)-5-nitro-benzamide). Reaction SMILES: [NH2:1][C:2]1[C:10]([N+:11]([O-:13])=[O:12])=[CH:9][C:5]([C:6]([OH:8])=O)=[C:4]([O:14][CH2:15][C:16]([F:19])([F:18])[F:17])[CH:3]=1.ClC(N(C)C)=C(C)C.[NH2:28][C:29]1[CH:34]=[C:33]([C:35]([F:38])([F:37])[F:36])[CH:32]=[C:31]([N:39]([CH3:41])[CH3:40])[N:30]=1>C1COCC1>[NH2:1][C:2]1[C:10]([N+:11]([O-:13])=[O:12])=[CH:9][C:5]([C:6]([NH:28][C:29]2[CH:34]=[C:33]([C:35]([F:36])([F:38])[F:37])[CH:32]=[C:31]([N:39]([CH3:41])[CH3:40])[N:30]=2)=[O:8])=[C:4]([O:14][CH2:15][C:16]([F:19])([F:18])[F:17])[CH:3]=1. Procedure: The product obtained at (656b) (15.5 g, 2.97 mmol) in 3 mL THF was combined with (1-Chlor-2-methyl-prop-1-en-1-yl)-dimethylamine (0.14 mL, 1.1 mmol) and stirred at ambient temperature for 1 h. Then a mixture of 2-amino-6-dimethylamino-4-trifluoromethyl-pyridine (0.19 g, 0.94 mmol) with TEA (0.50 mL, 3.6 mmol) in 5 mL THF was added and the mixture stirred at ambient temperature for 16 h. The mixture was filtered, evaporated, the residue was mixed with diethylether, filtered off, washed with dieth... Starting materials: C(C)C1=CC=2C(=C(ON2)C2=CC=CC=C2)C=C1 (6-ethyl-3-phenyl-2,1-benzisoxazole), BrN1C(CCC1=O)=O (N-bromosuccinimide), C(C1=CC=CC=C1)(=O)OOC(C1=CC=CC=C1)=O (dibenzoyl peroxide). Solvent: C(Cl)(Cl)(Cl)Cl (carbon tetrachloride). Yields the product BrC(C)C1=CC=2C(=C(ON2)C2=CC=CC=C2)C=C1 (6-(1-Bromoethyl)-3-phenyl-2,1-benzisoxazole). As a reaction SMILES: [CH2:1]([C:3]1[CH:17]=[CH:16][C:6]2=[C:7]([C:10]3[CH:15]=[CH:14][CH:13]=[CH:12][CH:11]=3)[O:8][N:9]=[C:5]2[CH:4]=1)[CH3:2].[Br:18]N1C(=O)CCC1=O.C(OOC(=O)C1C=CC=CC=1)(=O)C1C=CC=CC=1>C(Cl)(Cl)(Cl)Cl>[Br:18][CH:1]([C:3]1[CH:17]=[CH:16][C:6]2=[C:7]([C:10]3[CH:15]=[CH:14][CH:13]=[CH:12][CH:11]=3)[O:8][N:9]=[C:5]2[CH:4]=1)[CH3:2]. Procedure: A mixture of 1.9 g (0.0085 mole) of 6-ethyl-3-phenyl-2,1-benzisoxazole, 1.5 g (0.0087 mole) of N-bromosuccinimide and a few crystals of dibenzoyl peroxide in 100 ml of carbon tetrachloride was heated at reflux for 2 hr under floodlight illumination and under an argon atmosphere. The cooled reaction mixture was filtered, and the filtrate was washed twice with 100 ml portions of 10% sodium bicarbonate solution, once with water (100 ml) and dried over sodium sulfate. The sodium sulfate was removed ... Starting materials: CC1NC(CC=2CN(C=3N=CC=CC3C21)Br)=O (1-methyl-6-bromo-1,2-dihydropyrido[4,3-c][1,8]naphthyridin-3(4H)-one), C(C)(C)N (isopropylamine). The solvent is C(C)O (ethanol). Yields the product CC1NC(CC=2CN(C=3N=CC=CC3C21)NC(C)C)=O (1-methyl-6-isopropylamino-1,2-dihydropyrido-[4,3-c][1,8]naphthyridin-3(4H)-one). Isolated yield 87.0%. As a reaction SMILES: [CH3:1][CH:2]1[C:15]2[C:14]3[CH:13]=[CH:12][CH:11]=[N:10][C:9]=3[N:8](Br)[CH2:7][C:6]=2[CH2:5][C:4](=[O:17])[NH:3]1.[CH:18]([NH2:21])([CH3:20])[CH3:19]>C(O)C>[CH3:1][CH:2]1[C:15]2[C:14]3[CH:13]=[CH:12][CH:11]=[N:10][C:9]=3[N:8]([NH:21][CH:18]([CH3:20])[CH3:19])[CH2:7][C:6]=2[CH2:5][C:4](=[O:17])[NH:3]1. Procedure: 3.6 g (0.012 mol) of 1-methyl-6-bromo-1,2-dihydropyrido[4,3-c][1,8]naphthyridin-3(4H)-one, 30 ml of absolute ethanol and 10 ml of isopropylamine are stirred for 6 hours at 160° C. in an autoclave. After cooling, the crystalline precipitate is filtered off under suction and recrystallized from methanol. 2.82 g (87% of theory) of 1-methyl-6-isopropylamino-1,2-dihydropyrido-[4,3-c][1,8]naphthyridin-3(4H)-one are obtained. Reactants: CC1=C(C(=CC(=C1)C)C)S(=O)(=O)O/N=C(\C)/OCC (ethyl (1E)-N-(2,4,6-trimethylphenyl)sulfonyloxyethanimidate), HClO4. Solvent: O (water), O1CCOCC1 (1,4 dioxane). Run at time 1 hour. Yields the product CC1=C(C(=CC(=C1)C)C)S(=O)(=O)ON (Amino 2,4,6-trimethylbenzenesulfonate). RXN SMILES: [CH3:1][C:2]1[CH:7]=[C:6]([CH3:8])[CH:5]=[C:4]([CH3:9])[C:3]=1[S:10]([O:13]/[N:14]=C(/OCC)\C)(=[O:12])=[O:11]>O1CCOCC1.O>[CH3:1][C:2]1[CH:7]=[C:6]([CH3:8])[CH:5]=[C:4]([CH3:9])[C:3]=1[S:10]([O:13][NH2:14])(=[O:11])=[O:12]. Procedure: To a solution of ethyl (1E)-N-(2,4,6-trimethylphenyl)sulfonyloxyethanimidate (14 g, 49.12 mmol) in 1,4 dioxane (25 mL) is added HClO4 (7.0 mL, 70% in water) at 0° C. and the reaction mixture is stirred at room temperature for 1 hour. The reaction mixture is diluted with water and extracted with DCM (2×50 mL). The combined organic extracts are dried over sodium sulphate and filtered. The crude material is used without further purification (10 g, theoretical yield). Reported procedure: Methyl 1-(2-chlorobenzyl)-2-ethyl-3-propionylindole-6-carboxylate (278 mg) was prepared from methyl 2-ethyl-3-propionylindole-6-carboxylate (215 mg) and 2-chlorobenzyl bromide (0.24 ml) in a similar manner to that of Example 1. Product: ClC1=C(CN2C(=C(C3=CC=C(C=C23)C(=O)OC)C(CC)=O)CC)C=CC=C1 (Methyl 1-(2-chlorobenzyl)-2-ethyl-3-propionylindole-6-carboxylate). As a reaction SMILES: [CH2:1]([C:3]1[NH:4][C:5]2[C:10]([C:11]=1[C:12](=[O:15])[CH2:13][CH3:14])=[CH:9][CH:8]=[C:7]([C:16]([O:18][CH3:19])=[O:17])[CH:6]=2)[CH3:2].[Cl:20][C:21]1[CH:28]=[CH:27][CH:26]=[CH:25][C:22]=1[CH2:23]Br>>[Cl:20][C:21]1[CH:28]=[CH:27][CH:26]=[CH:25][C:22]=1[CH2:23][N:4]1[C:5]2[C:10](=[CH:9][CH:8]=[C:7]([C:16]([O:18][CH3:19])=[O:17])[CH:6]=2)[C:11]([C:12](=[O:15])[CH2:13][CH3:14])=[C:3]1[CH2:1][CH3:2]. Starting materials: C(C)C=1NC2=CC(=CC=C2C1C(CC)=O)C(=O)OC (methyl 2-ethyl-3-propionylindole-6-carboxylate), ClC1=C(CBr)C=CC=C1 (2-chlorobenzyl bromide). Reactants: C(/C(C)C)=C/1\C(=CC(N1)=O)OC ((Z)-5-isobutylidene-4-methoxy-3-pyrroline-2-one), Cl (hydrochloric acid). Solvent: [OH-].[Na+] (sodium hydroxide). Reaction conditions: time 5 hour. The product is C(/C(C)C)=C/1\C(CC(N1)=O)=O ((Z)-5-Isobutylidenepyrrolidine-2,4-dione). Reaction SMILES: [CH:1](=[C:5]1/[C:6]([O:11]C)=[CH:7][C:8](=[O:10])[NH:9]/1)\[CH:2]([CH3:4])[CH3:3].Cl>[OH-].[Na+]>[CH:1](=[C:5]1/[C:6](=[O:11])[CH2:7][C:8](=[O:10])[NH:9]/1)\[CH:2]([CH3:4])[CH3:3] |f:2.3|. Procedure: 50 g of finely powdered (Z)-5-isobutylidene-4-methoxy-3-pyrroline-2-one was stirred with 500 ml of concentrated hydrochloric acid for 5 hours at room temperature. The mixture was then stirred 5 hours at room temperature and slowly mixed with 1 liter of 14 percent sodium hydroxide solution. The precipitated yellow product was filtered off, washed with cold water and dried in a vacuum drying cabinet. The yield of the title compound was 42.0 g (92 percent of theory). The title compound had a meltin...